Dataset: the Open Reaction Database (ORD), a public repository of structured organic reaction records. Task: describe an organic reaction: reactants, conditions, products, and yield RXN SMILES: [NH2:1][C:2]1[C:7]2[NH:8][C:9]([N:11]3[CH2:16][CH2:15][N:14]([C:17]4[N:22]=[CH:21][C:20]([CH2:23][OH:24])=[CH:19][C:18]=4[Cl:25])[CH2:13][C@H:12]3[CH3:26])=[N:10][C:6]=2[CH:5]=[C:4]([C:27]([F:30])([F:29])[F:28])[CH:3]=1.[CH:31]1([CH:37]=O)[CH2:36][CH2:35][CH2:34][CH2:33][CH2:32]1>>[CH:31]1([CH2:37][N:1]([CH2:27][CH:4]2[CH2:5][CH2:6][CH2:7][CH2:2][CH2:3]2)[C:2]2[C:7]3[NH:8][C:9]([N:11]4[CH2:16][CH2:15][N:14]([C:17]5[N:22]=[CH:21][C:20]([CH2:23][OH:24])=[CH:19][C:18]=5[Cl:25])[CH2:13][C@H:12]4[CH3:26])=[N:10][C:6]=3[CH:5]=[C:4]([C:27]([F:30])([F:29])[F:28])[CH:3]=2)[CH2:36][CH2:35][CH2:34][CH2:33][CH2:32]1. Procedure: {6-[(3R)-4-(7-Amino-5-trifluoromethyl-1H-benzoimidazol-2-yl)-3-methyl-piperazin-1-yl]-5-chloro-pyridin-3-yl}-methanol (221 mg, 0.5 mmol, Example 175b) and cyclohexanecarbaldehyde (62 mg, 0.55 mmol, Aldrich) reacted under the conditions of Example 59 to give the title compound as a light-yellow solid. MS (ESI, pos. ion) m/e: 633 (M+1). The reactants are NC1=CC(=CC2=C1NC(=N2)N2[C@@H](CN(CC2)C2=C(C=C(C=N2)CO)Cl)C)C(F)(F)F ({6-[(3R)-4-(7-Amino-5-trifluoromethyl-1H-benzoimidazol-2-yl)-3-methyl-piperazin-1-yl]-5-chloro-pyridin-3-yl}-methanol), C1(CCCCC1)C=O (cyclohexanecarbaldehyde). Yields the product C1(CCCCC1)CN(C1=CC(=CC2=C1NC(=N2)N2[C@@H](CN(CC2)C2=C(C=C(C=N2)CO)Cl)C)C(F)(F)F)CC2CCCCC2 ((6-{(3R)-4-[7-(Bis-cyclohexylmethyl-amino)-5-trifluoromethyl-1H-benzoimidazol-2-yl]-3-methyl-piperazin-1-yl}-5-chloro-pyridin-3-yl)-methanol). Starting materials: COC(=O)C=1C(=C2C=C(C(N(C2=CN1)CC1=CC=CC=C1)=O)C1=CC=C(C=C1)OC)O (1-benzyl-5-hydroxy-3-(4-methoxy-phenyl)-2-oxo-1,2-dihydro-[1,7]naphthyridine-6-carboxylic acid methyl ester), BrN1C(CCC1=O)=O (N-bromosuccinimide). Solvent: C(Cl)Cl (CH2Cl2). Product: COC(=O)C=1C(=C2C=C(C(N(C2=C(N1)Br)CC1=CC=CC=C1)=O)C1=CC=C(C=C1)OC)O (1-Benzyl-8-bromo-5-hydroxy-3-(4-methoxy-phenyl)-2-oxo-1,2-dihydro-[1,7]naphthyridine-6-carboxylic acid methyl ester). Yield: 69.7%. Reaction SMILES: [CH3:1][O:2][C:3]([C:5]1[C:6]([OH:31])=[C:7]2[C:12](=[CH:13][N:14]=1)[N:11]([CH2:15][C:16]1[CH:21]=[CH:20][CH:19]=[CH:18][CH:17]=1)[C:10](=[O:22])[C:9]([C:23]1[CH:28]=[CH:27][C:26]([O:29][CH3:30])=[CH:25][CH:24]=1)=[CH:8]2)=[O:4].[Br:32]N1C(=O)CCC1=O>C(Cl)Cl>[CH3:1][O:2][C:3]([C:5]1[C:6]([OH:31])=[C:7]2[C:12](=[C:13]([Br:32])[N:14]=1)[N:11]([CH2:15][C:16]1[CH:21]=[CH:20][CH:19]=[CH:18][CH:17]=1)[C:10](=[O:22])[C:9]([C:23]1[CH:24]=[CH:25][C:26]([O:29][CH3:30])=[CH:27][CH:28]=1)=[CH:8]2)=[O:4]. Reported procedure: A mixture of 1-benzyl-5-hydroxy-3-(4-methoxy-phenyl)-2-oxo-1,2-dihydro-[1,7]naphthyridine-6-carboxylic acid methyl ester (93 mg, 0.22 mmol) and N-bromosuccinimide (44 mg, 0.25 mmol) in CH2Cl2 (0.8 mL) was refluxed for 3 h. Solvent was evaporated in vacuo, and the residue was purified by silica gel chromatography (5-30% EtOAc/hexanes+1% AcOH) to give 76 mg of the title compound as a yellow solid. MS: (+) m/z 495.21, 497.10 (M+1, 79/81Br). Reactants: Cl (hydrochloric-acid), [Si](C)(C)(C(C)(C)C)OCCC1=CC=C(S1)CCN1CCC2(CN(CCO2)C(=O)C=2N=C(SC2)C)CC1 ((9-(2-(5-(2-(tert-Butyldimethylsilyloxy)ethyl)thiophen-2-yl)ethyl)-1-oxa-4,9-diazaspiro[5.5]undecan-4-yl)(2-methylthiazol-4-yl)methanone). Solvent: CO (methanol). Conditions: time 1 hour. Yields the product OCCC1=CC=C(S1)CCN1CCC2(CN(CCO2)C(=O)C=2N=C(SC2)C)CC1 ((9-(2-(5-(2-Hydroxyethyl)thiophen-2-yl)ethyl)-1-oxa-4,9-diazaspiro[5.5]undecan-4-yl)(2-methylthiazol-4-yl)methanone). As a reaction SMILES: Cl.[Si]([O:9][CH2:10][CH2:11][C:12]1[S:16][C:15]([CH2:17][CH2:18][N:19]2[CH2:37][CH2:36][C:22]3([O:27][CH2:26][CH2:25][N:24]([C:28]([C:30]4[N:31]=[C:32]([CH3:35])[S:33][CH:34]=4)=[O:29])[CH2:23]3)[CH2:21][CH2:20]2)=[CH:14][CH:13]=1)(C(C)(C)C)(C)C>CO>[OH:9][CH2:10][CH2:11][C:12]1[S:16][C:15]([CH2:17][CH2:18][N:19]2[CH2:20][CH2:21][C:22]3([O:27][CH2:26][CH2:25][N:24]([C:28]([C:30]4[N:31]=[C:32]([CH3:35])[S:33][CH:34]=4)=[O:29])[CH2:23]3)[CH2:36][CH2:37]2)=[CH:14][CH:13]=1. Reported procedure: Concentrated hydrochloric-acid (0.5 mL) was added to a solution of (9-(2-(5-(2-(tert-butyldimethylsilyloxy)ethyl)thiophen-2-yl)ethyl)-1-oxa-4,9-diazaspiro[5.5]undecan-4-yl)(2-methylthiazol-4-yl)methanone (example 4, step i) (0.235 g) in methanol (5 mL) and the resulting solution stirred for 1 h. The solvent was evaporated in vacuo and the residue azeotroped with toluene and re-dissolved in methanol (˜2 mL). The residue was dissolved in methanol (10 mL) and applied to a SCX cartridge pre-wetted w... The reactants are C(=O)C1=CC(=C(OC2=NC=C(C(=O)N)C=C2)C=C1)OC (6-(4-formyl-2-methoxyphenoxy)nicotinamide), [BH4-].[Na+] (NaBH4), FC1=C(C=CC(=C1)F)CCN (2-(2,4-difluorophenyl)ethylamine), ( Å ). Solvent: CO (methanol). Run at time 8 hour. Product: FC1=C(C=CC(=C1)F)CCNCC1=CC(=C(OC2=NC=C(C(=O)N)C=C2)C=C1)OC (6-(4-{[2-(2,4-difluorophenyl)ethylamino]methyl}-2-methoxyphenoxy)nicotinamide). As a reaction SMILES: [CH:1]([C:3]1[CH:18]=[CH:17][C:6]([O:7][C:8]2[CH:16]=[CH:15][C:11]([C:12]([NH2:14])=[O:13])=[CH:10][N:9]=2)=[C:5]([O:19][CH3:20])[CH:4]=1)=O.[F:21][C:22]1[CH:27]=[C:26]([F:28])[CH:25]=[CH:24][C:23]=1[CH2:29][CH2:30][NH2:31].[BH4-].[Na+]>CO>[F:21][C:22]1[CH:27]=[C:26]([F:28])[CH:25]=[CH:24][C:23]=1[CH2:29][CH2:30][NH:31][CH2:1][C:3]1[CH:18]=[CH:17][C:6]([O:7][C:8]2[CH:16]=[CH:15][C:11]([C:12]([NH2:14])=[O:13])=[CH:10][N:9]=2)=[C:5]([O:19][CH3:20])[CH:4]=1 |f:2.3|. Reported procedure: Place 6-(4-formyl-2-methoxyphenoxy)nicotinamide (Example 414, Part B) (0.300 g, 1.10 mmol), 2-(2,4-difluorophenyl)ethylamine (0.343 g, 2.184 mmol) and 3 {acute over (Å)} molecular sieves in a vial. Add methanol (4.4 mL), cap and stir overnight. Add NaBH4 (ca. 3-5 eq in two portions) and stir until the gasses stop evolving. Load the reaction mixture directly onto a 25 g ISCO® pre-load column. Dry the column in a vacuum oven at room temperature. Purify by eluting through a 40 g ISCO® column with 2... Starting materials: CCC(Br)CC, O=C([O-])[O-], CS(C)=O, [I-], [K+], [K+], [Na+], [Na+], O=S1(=O)CCN2C=CC=C(c3ccc(O)cc3)C2=N1, [OH-]. The product is CCC(CC)Oc1ccc(C2=CC=CN3CCS(=O)(=O)N=C23)cc1. As a reaction SMILES: [Br:7][CH:8]([CH2:9][CH3:10])[CH2:11][CH3:12].[C:1](=[O:2])([O-:3])[O-:4].[CH3:36][S:37]([CH3:38])=[O:39].[I-:14].[K+:5].[K+:6].[Na+:13].[Na+:35].[O:15]=[S:16]1(=[O:33])[N:17]=[C:18]2[N:19]([CH2:20][CH2:21]1)[CH:22]=[CH:23][CH:24]=[C:25]2[c:26]1[cH:27][cH:28][c:29]([OH:32])[cH:30][cH:31]1.[OH-:34]>>[CH:8]([CH2:9][CH3:10])([CH2:11][CH3:12])[O:32][c:29]1[cH:28][cH:27][c:26]([C:25]2=[CH:24][CH:23]=[CH:22][N:19]3[C:18]2=[N:17][S:16](=[O:15])(=[O:33])[CH2:21][CH2:20]3)[cH:31][cH:30]1. Starting materials: O (water), NC=1SC=C(N1)/C(/C(=O)OCC)=N/O (Ethyl (Z)-2-(2-aminothiazol-4-yl)-2-hydroxyiminoacetate), ( I ), BrC(C(=O)OC(C)(C)C)(C)C (Tert.-butyl 2-bromoisobutyrate), C([O-])([O-])=O.[K+].[K+] (potassium carbonate). The solvent is CN(C=O)C (N,N-dimethylformamide). Reaction conditions: temperature 42.5 celsius. Yields the product NC=1SC=C(N1)/C(/C(=O)OCC)=N/OC(C)(C)C(=O)OC(C)(C)C (Ethyl (Z)-2-(2-aminothiazol-4-yl)-2-(2-tert.-butyoxycarbonylprop-2-oxyimino)acetate). Reaction SMILES: [NH2:1][C:2]1[S:3][CH:4]=[C:5](/[C:7](=[N:13]/[OH:14])/[C:8]([O:10][CH2:11][CH3:12])=[O:9])[N:6]=1.Br[C:16]([CH3:25])([CH3:24])[C:17]([O:19][C:20]([CH3:23])([CH3:22])[CH3:21])=[O:18].C(=O)([O-])[O-].[K+].[K+].O>CN(C)C=O>[NH2:1][C:2]1[S:3][CH:4]=[C:5](/[C:7](=[N:13]/[O:14][C:16]([C:17]([O:19][C:20]([CH3:23])([CH3:22])[CH3:21])=[O:18])([CH3:25])[CH3:24])/[C:8]([O:10][CH2:11][CH3:12])=[O:9])[N:6]=1 |f:2.3.4|. Procedure details: Ethyl (Z)-2-(2-aminothiazol-4-yl)-2-hydroxyiminoacetate (32.25 g) of Formula (I) is dissolved in N,N-dimethylformamide (258 ml) at room temperature. Tert.-butyl 2-bromoisobutyrate (38.47 g) and anhydrous potassium carbonate (47.61 g) are added and the resulting suspension is heated to 40-45° C. for 20-25 hrs. The reaction mass is cooled to 30-32° C. and it is added slowly to water. The resulting slurry is stirred at 25-30° C. for about one and a half hours. The product is filtered, washed with w...